From a dataset of the Open Reaction Database (ORD), a public repository of structured organic reaction records. describe an organic reaction: reactants, conditions, products, and yield The yield is 89.9%. Reaction SMILES: [F:1][C:2]1[CH:7]=[CH:6][CH:5]=[CH:4][CH:3]=1.[C:8]1(=[O:14])[O:13][C:11](=[O:12])[CH2:10][CH2:9]1.[Cl-].[Al+3].[Cl-].[Cl-].Cl>ClC1C=CC=CC=1Cl>[F:1][C:2]1[CH:7]=[CH:6][C:5]([C:8]([CH2:9][CH2:10][C:11]([OH:13])=[O:12])=[O:14])=[CH:4][CH:3]=1 |f:2.3.4.5|. Starting materials: FC1=CC=CC=C1 (fluorobenzene), C1(CCC(=O)O1)=O (succinic anhydride), [Cl-].[Al+3].[Cl-].[Cl-] (Aluminum chloride), Cl (HCl), ice water. Procedure details: A mixture of fluorobenzene (104.4 g, 1.09 mol, Aldrich) and succinic anhydride (93.5 g, 0.93 mol) in 1,2-dichlorobenzene (530 mL) was heated to 50° C. Aluminum chloride (245 g, 1.84 mol) was added portionwise keeping the temperature below 60° C. After 4 h at 60° C. followed by 5 h at 80° C., the reaction mixture was poured into a mixture of concentrated HCl (200 mL) and ice water (2 L). The organic layer was separated and the aqueous phase was extracted with dichloromethane. The combined organic... Conditions: temperature 50 celsius, time 5 hour. The solvent is ClC1=C(C=CC=C1)Cl (1,2-dichlorobenzene). Yields the product FC1=CC=C(C(=O)CCC(=O)O)C=C1 (3-(4-fluorobenzoyl) propionic acid). Starting materials: CC(C)C(=O)NC(CS)C(=O)NCCSC(=O)C(C)(C)C, CC(C)C(=O)Cl. Product: CC(C)C(=O)NC(CSC(=O)C(C)C)C(=O)NCCSC(=O)C(C)(C)C. Reaction SMILES: [C:1]([CH:2]([CH3:3])[CH3:4])(=[O:5])[NH:6][CH:7]([CH2:8][SH:9])[C:10](=[O:11])[NH:12][CH2:13][CH2:14][S:15][C:16]([C:17]([CH3:18])([CH3:19])[CH3:20])=[O:21].[C:22]([CH:23]([CH3:24])[CH3:25])(=[O:26])[Cl:27]>>[C:1]([CH:2]([CH3:3])[CH3:4])(=[O:5])[NH:6][CH:7]([CH2:8][S:9][C:22]([CH:23]([CH3:24])[CH3:25])=[O:26])[C:10](=[O:11])[NH:12][CH2:13][CH2:14][S:15][C:16]([C:17]([CH3:18])([CH3:19])[CH3:20])=[O:21]. The reactants are C(C)OC(=O)C=1C(=C2C(=CN1)N(C(=C2)Br)C2=CC=CC=C2)O (2-bromo-4-hydroxy-1-phenyl-1H-pyrrolo[2,3-c]pyridine-5-carboxylic acid ethyl ester), C(=O)[O-].[NH4+] (ammonium formate). Reagents/catalysts: [Pd] (palladium on carbon). The solvent is CCOC(=O)C (EtOAc), CCOC(=O)C (EtOAc). The product is C(C)OC(=O)C=1C(=C2C(=CN1)N(C=C2)C2=CC=CC=C2)O (4-Hydroxy-1-phenyl-1H-pyrrolo[2,3-c]pyridine-5-carboxylic acid ethyl ester). Isolated yield 82.9%. Reaction SMILES: [CH2:1]([O:3][C:4]([C:6]1[C:7]([OH:22])=[C:8]2[CH:14]=[C:13](Br)[N:12]([C:16]3[CH:21]=[CH:20][CH:19]=[CH:18][CH:17]=3)[C:9]2=[CH:10][N:11]=1)=[O:5])[CH3:2].C([O-])=O.[NH4+]>[Pd].CCOC(C)=O>[CH2:1]([O:3][C:4]([C:6]1[C:7]([OH:22])=[C:8]2[CH:14]=[CH:13][N:12]([C:16]3[CH:17]=[CH:18][CH:19]=[CH:20][CH:21]=3)[C:9]2=[CH:10][N:11]=1)=[O:5])[CH3:2] |f:1.2|. Procedure: A mixture of 2-bromo-4-hydroxy-1-phenyl-1H-pyrrolo[2,3-c]pyridine-5-carboxylic acid ethyl ester (34 mg, 0.094 mmol), 10% palladium on carbon (10 mg), ammonium formate (119 mg, 1.88 mmol) in EtOAc (2 ml) was refluxed overnight; then the mixture was diluted with EtOAc, the solids were filtered off, the filtrate was concentrated and the resulting residue was purified on column to give the title product (22 mg) as a clear oil; ESI MS (m/z): 283 (M+H+). Reactants: ClC1=C(C=O)C(=CC=C1)Cl (2,6-dichlorobenzaldehyde), SCC(=O)O (2-mercaptoacetic acid). The reagents and catalysts are CCCC[N+](CCCC)(CCCC)CCCC.[Br-] (TBAB). Run in [OH-].[K+] (potassium hydroxide), O (water), O (water). Reaction conditions: temperature 255 fahrenheit. The product is ClC1=CC=CC=2SC(=CC21)C(=O)O (4-chloro-2-benzo[b]thiophenecarboxylic acid). The yield is 85.2%. Reaction SMILES: Cl[C:2]1[CH:9]=[CH:8][CH:7]=[C:6]([Cl:10])[C:3]=1[CH:4]=O.[SH:11][CH2:12][C:13]([OH:15])=[O:14]>CCCC[N+](CCCC)(CCCC)CCCC.[Br-].[OH-].[K+].O>[Cl:10][C:6]1[C:3]2[CH:4]=[C:12]([C:13]([OH:15])=[O:14])[S:11][C:2]=2[CH:9]=[CH:8][CH:7]=1 |f:2.3,4.5|. Reported procedure: In a glass pressure bottle, 2,6-dichlorobenzaldehyde (13.5 g, 0.075 mol) and TBAB (0.4 g) was added to a solution of 2-mercaptoacetic acid (7 ml) in potassium hydroxide (12.5 g) and water (100 ml). The bottle was then sealed and heated in a hot oil bath at 255° F. and 20 psi for 1 hour The bottle was then removed from the hot oil bath and cooled. A pale yellow precipitate was obtained in the bottle. At ambient temperature, the bottle was opened and sufficient water was added to dissolve the prec... Starting materials: N(=NC(=O)OC(C)(C)C)C(=O)OC(C)(C)C (di-tert-butyl azodicarboxylate), C1(=CC=CC=C1)P(C1=CC=CC=C1)C1=CC=CC=C1 (triphenylphosphine), C(C)(C)(C)C1=NOC(=C1)NC(C(CCO)(S(=O)(=O)C1CCOCC1)C)=O (N-(3-tert-butyl-isoxazol-5-yl)-4-hydroxy-2-methyl-2-(tetrahydro-pyran-4-sulfonyl)-butyramide). The solvent is C(Cl)Cl (methylene chloride). Reaction conditions: time 30 minute. Yields the product C(C)(C)(C)C1=NOC(=C1)N1C(C(CC1)(S(=O)(=O)C1CCOCC1)C)=O (1-(3-tert-Butyl-isoxazol-5-yl)-3-methyl-3-(tetrahydro-pyran-4-sulfonyl)-pyrrolidin-2-one). The yield is 51.9%. As a reaction SMILES: N(C(OC(C)(C)C)=O)=NC(OC(C)(C)C)=O.C1(P(C2C=CC=CC=2)C2C=CC=CC=2)C=CC=CC=1.[C:36]([C:40]1[CH:44]=[C:43]([NH:45][C:46](=[O:61])[C:47]([CH3:60])([S:51]([CH:54]2[CH2:59][CH2:58][O:57][CH2:56][CH2:55]2)(=[O:53])=[O:52])[CH2:48][CH2:49]O)[O:42][N:41]=1)([CH3:39])([CH3:38])[CH3:37]>C(Cl)Cl>[C:36]([C:40]1[CH:44]=[C:43]([N:45]2[CH2:49][CH2:48][C:47]([CH3:60])([S:51]([CH:54]3[CH2:55][CH2:56][O:57][CH2:58][CH2:59]3)(=[O:52])=[O:53])[C:46]2=[O:61])[O:42][N:41]=1)([CH3:37])([CH3:39])[CH3:38]. Procedure details: To a solution of di-tert-butyl azodicarboxylate (0.126 g; 0.546 mmol) in methylene chloride (2.5 mL) was added triphenylphosphine (0.143 g; 0.546 mmol). The mixture was stirred 30 minutes and N-(3-tert-butyl-isoxazol-5-yl)-4-hydroxy-2-methyl-2-(tetrahydro-pyran-4-sulfonyl)-butyramide (0.212 g; 0.546 mmol) was added. After 3 hours the volatiles were removed in vacuo. The residue was purified by silica gel chromatography using ethyl acetate and hexanes as the eluent. Removal of the volatiles from ... Reactants: CN1CCOCC1 (N-methylmorpholine), C(OC(C)(C)C)(OC(C)(C)C)=O (di-t-butyl carbonate), C1=CC(=CC=C1C[C@H](C(=O)O)N)I (D-4-iodophenylalanine), resultant mixture, S(=O)(Cl)Cl (thionyl chloride). Solvent: ClCCl (dichloromethane), O (water), CO (methanol). Conditions: time 19 hour. Yields the product C(C)(C)(C)OC(=O)N[C@@H](C(=O)OC)CC1=CC=C(C=C1)I (methyl (2R)-2-t-butoxycarbonylamino-3-(4-iodophenyl)propionate). As a reaction SMILES: S(Cl)(Cl)=O.[CH:5]1[C:10]([CH2:11][C@@H:12]([NH2:16])[C:13]([OH:15])=[O:14])=[CH:9][CH:8]=[C:7]([I:17])[CH:6]=1.[CH3:18]N1CCOCC1.[C:25](=O)([O:31]C(C)(C)C)[O:26][C:27]([CH3:30])([CH3:29])[CH3:28]>O.ClCCl.CO>[C:27]([O:26][C:25]([NH:16][C@H:12]([CH2:11][C:10]1[CH:9]=[CH:8][C:7]([I:17])=[CH:6][CH:5]=1)[C:13]([O:15][CH3:18])=[O:14])=[O:31])([CH3:30])([CH3:29])[CH3:28]. Procedure details: 17 ml (230 mmol) of thionyl chloride was added to 3 ml of methanol under cooling with ice. 22.2 g (76.3 mmol) of D-4-iodophenylalanine was added to the resultant mixture, and they were heated under reflux for 2 hours. The solvent was evaporated. 15 ml (137 mmol) of N-methylmorpholine, 12 g (55 mmol) of di-t-butyl carbonate and 100 ml of dichloromethane were added to the residue, and they were stirred for 19 hours. The reaction liquid was diluted with water. After the extraction with dichlorometh... Starting materials: CN1N=C(N=C1NCCCOC1=CC(=CC=C1)CN(C)C)N (1-methyl-N5 -[3-[3-[(dimethylamino)methyl]phenoxy]propyl]-1H-1,2,4-triazole-3,5-diamine), C(C)(=O)OC(C)=O (acetic anhydride). Run in N1=CC=CC=C1 (pyridine). Reaction conditions: time 12 hour. The product is CN(C)CC=1C=C(OCCCNC2=NC(=NN2C)NC(C)=O)C=CC1 (N-[5-[[3-[3-[(Dimethylamino)methyl]phenoxy]propyl]amino]-1-methyl-1H-1,2,4-triazol-3-yl]acetamide). The yield is 96.7%. Reaction SMILES: [CH3:1][N:2]1[C:6]([NH:7][CH2:8][CH2:9][CH2:10][O:11][C:12]2[CH:17]=[CH:16][CH:15]=[C:14]([CH2:18][N:19]([CH3:21])[CH3:20])[CH:13]=2)=[N:5][C:4]([NH2:22])=[N:3]1.[C:23](OC(=O)C)(=[O:25])[CH3:24]>N1C=CC=CC=1>[CH3:20][N:19]([CH2:18][C:14]1[CH:13]=[C:12]([CH:17]=[CH:16][CH:15]=1)[O:11][CH2:10][CH2:9][CH2:8][NH:7][C:6]1[N:2]([CH3:1])[N:3]=[C:4]([NH:22][C:23](=[O:25])[CH3:24])[N:5]=1)[CH3:21]. Procedure details: A mixture of 1-methyl-N5 -[3-[3-[(dimethylamino)methyl]phenoxy]propyl]-1H-1,2,4-triazole-3,5-diamine (1.0 g), acetic anhydride (0.35 g) and pyridine (50 ml) was stirred at 25° for 12 h. The pyridine was removed and the residue was dissolved in ethyl acetate. The organic solution was washed with aqueous sodium carbonate and evaporated to give the title compound as a pale yellow oil (1.1 g). TLC silica, methanol/0.88 ammonia 80:1, Rf 0.49. NMR (CDCl3) 1.42 brs (1H); 2.81 m (1H); 3-3.4 m (3H); 5.34... The reactants are CCOCC, CCO, CN(C)CCNc1nc2cc(O)ccc2c2c1C(=O)c1ccccc1-2, CO, ClC(Cl)Cl, O, O=[N+]([O-])O, O=S(=O)(O)O. Yields the product CN(C)CCNc1nc2c([N+](=O)[O-])c(O)ccc2c2c1C(=O)c1ccccc1-2. Reaction SMILES: [CH2:35]([O:36][CH2:37][CH3:38])[CH3:39].[CH2:40]([OH:41])[CH3:42].[CH3:1][N:2]([CH3:3])[CH2:4][CH2:5][NH:6][c:7]1[n:8][c:9]2[cH:10][c:11]([OH:25])[cH:12][cH:13][c:14]2[c:15]2[c:16]1[C:17](=[O:24])[c:18]1[cH:19][cH:20][cH:21][cH:22][c:23]1-2.[CH3:44][OH:45].[CH:46]([Cl:47])([Cl:48])[Cl:49].[OH2:43].[OH:31][N+:32]([O-:33])=[O:34].[S:26](=[O:27])(=[O:28])([OH:29])[OH:30]>>[CH3:1][N:2]([CH3:3])[CH2:4][CH2:5][NH:6][c:7]1[n:8][c:9]2[c:10]([N+:32](=[O:31])[O-:33])[c:11]([OH:25])[cH:12][cH:13][c:14]2[c:15]2[c:16]1[C:17](=[O:24])[c:18]1[cH:19][cH:20][cH:21][cH:22][c:23]1-2. Starting materials: BrC1=CC=C(CCC2=C(CO)C=CC=C2)C=C1 (2-(4-bromophenethyl)-benzyl alcohol), Br (hydrobromic acid). Yields the product BrC1=CC=C(CCC2=C(CBr)C=CC=C2)C=C1 (2-(4-Bromophenethyl)-benzyl bromide). As a reaction SMILES: [Br:1][C:2]1[CH:17]=[CH:16][C:5]([CH2:6][CH2:7][C:8]2[CH:15]=[CH:14][CH:13]=[CH:12][C:9]=2[CH2:10]O)=[CH:4][CH:3]=1.[BrH:18]>>[Br:1][C:2]1[CH:17]=[CH:16][C:5]([CH2:6][CH2:7][C:8]2[CH:15]=[CH:14][CH:13]=[CH:12][C:9]=2[CH2:10][Br:18])=[CH:4][CH:3]=1. Procedure: A suspension of 28.5 g. (0.098 mole) of 2-(4-bromophenethyl)-benzyl alcohol in 150 ml. of 48% hydrobromic acid is stirred at reflux for 3 hours. The cooled two-phase mixture is extracted with benzene. Evaporation of the washed and dried benzene extract under reduced pressure leaves the product as the residual solid, m.p. 63°-75° C. Recrystallization from hexane affords purified material, m.p. 76°-77.5° C. A sample for analysis melts at 76.5°-78° C. after further recrystallization from hexane.